This data is from the Open Reaction Database (ORD), a public repository of structured organic reaction records. The task is: describe an organic reaction: reactants, conditions, products, and yield Starting materials: C1CCOC1, O=C1CC(C(F)(F)F)CC(=O)N1c1cc(O)c(Cl)cc1F, [H-], [Na+], ClCSc1ccccc1. Yields the product O=C1CC(C(F)(F)F)CC(=O)N1c1cc(OCSc2ccccc2)c(Cl)cc1F. As a reaction SMILES: [CH2:33]1[O:34][CH2:35][CH2:36][CH2:37]1.[Cl:3][c:4]1[cH:5][c:6]([F:23])[c:7]([N:11]2[C:12](=[O:22])[CH2:13][CH:14]([C:18]([F:19])([F:20])[F:21])[CH2:15][C:16]2=[O:17])[cH:8][c:9]1[OH:10].[H-:1].[Na+:2].[c:24]1([S:30][CH2:31][Cl:32])[cH:25][cH:26][cH:27][cH:28][cH:29]1>>[Cl:3][c:4]1[cH:5][c:6]([F:23])[c:7]([N:11]2[C:12](=[O:22])[CH2:13][CH:14]([C:18]([F:19])([F:20])[F:21])[CH2:15][C:16]2=[O:17])[cH:8][c:9]1[O:10][CH2:31][S:30][c:24]1[cH:25][cH:26][cH:27][cH:28][cH:29]1. Reactants: O=C(O)c1cncc(Br)c1, CCN(C(C)C)C(C)C, CN(C)C=O, CCOC(=O)CS(=N)(=O)c1ccccc1. Product: CCOC(=O)CS(=O)(=NC(=O)c1cncc(Br)c1)c1ccccc1. RXN SMILES: [Br:1][c:2]1[cH:3][n:4][cH:5][c:6]([C:7](=[O:8])[OH:9])[cH:10]1.[CH:11]([N:12]([CH2:13][CH3:14])[CH:15]([CH3:16])[CH3:17])([CH3:18])[CH3:19].[O:35]=[CH:36][N:37]([CH3:38])[CH3:39].[c:20]1([S:26](=[O:27])(=[NH:28])[CH2:29][C:30](=[O:31])[O:32][CH2:33][CH3:34])[cH:21][cH:22][cH:23][cH:24][cH:25]1>>[Br:1][c:2]1[cH:3][n:4][cH:5][c:6]([C:7](=[O:9])[N:28]=[S:26]([c:20]2[cH:21][cH:22][cH:23][cH:24][cH:25]2)(=[O:27])[CH2:29][C:30](=[O:31])[O:32][CH2:33][CH3:34])[cH:10]1.